From a dataset of the Open Reaction Database (ORD), a public repository of structured organic reaction records. describe an organic reaction: reactants, conditions, products, and yield The reactants are CC(=O)[O-], O=C([O-])O, CC(=O)[O-], CCC(CC)(c1ccc(B2OC(C)(C)C(C)(C)O2)cc1)c1ccc(OCC(O)C(C)(C)C)c(C)c1, COC(=O)Cc1cncc(Br)c1, Cc1ccccc1, COc1cccc(OC)c1-c1ccccc1P(C1CCCCC1)C1CCCCC1, [K+], [K+], [K+], [Na+], O, O=P([O-])([O-])[O-], [Pd+2]. The product is CCC(CC)(c1ccc(-c2cncc(CC(=O)OC)c2)cc1)c1ccc(OCC(O)C(C)(C)C)c(C)c1. As a reaction SMILES: [C:102]([O-:103])(=[O:104])[CH3:105].[C:85](=[O:86])([OH:87])[O-:88].[C:97]([O-:98])(=[O:99])[CH3:100].[CH2:50]([CH3:51])[C:52]([CH2:53][CH3:54])([c:55]1[cH:56][cH:57][c:58]([B:61]2[O:62][C:63]([CH3:64])([CH3:65])[C:66]([CH3:67])([CH3:68])[O:69]2)[cH:59][cH:60]1)[c:70]1[cH:71][c:72]([CH3:84])[c:73]([O:74][CH2:75][CH:76]([C:77]([CH3:78])([CH3:79])[CH3:80])[OH:81])[cH:82][cH:83]1.[CH3:1][O:2][C:3]([CH2:4][c:5]1[cH:6][n:7][cH:8][c:9]([Br:11])[cH:10]1)=[O:12].[CH3:90][c:91]1[cH:92][cH:93][cH:94][cH:95][cH:96]1.[CH:13]1([P:14]([CH:15]2[CH2:16][CH2:17][CH2:18][CH2:19][CH2:20]2)[c:21]2[cH:22][cH:23][cH:24][cH:25][c:26]2-[c:27]2[c:28]([O:29][CH3:30])[cH:31][cH:32][cH:33][c:34]2[O:35][CH3:36])[CH2:37][CH2:38][CH2:39][CH2:40][CH2:41]1.[K+:47].[K+:48].[K+:49].[Na+:89].[OH2:106].[P:42]([O-:43])([O-:44])([O-:45])=[O:46].[Pd+2:101]>>[CH3:1][O:2][C:3]([CH2:4][c:5]1[cH:6][n:7][cH:8][c:9](-[c:58]2[cH:57][cH:56][c:55]([C:52]([CH2:50][CH3:51])([CH2:53][CH3:54])[c:70]3[cH:71][c:72]([CH3:84])[c:73]([O:74][CH2:75][CH:76]([C:77]([CH3:78])([CH3:79])[CH3:80])[OH:81])[cH:82][cH:83]3)[cH:60][cH:59]2)[cH:10]1)=[O:12].